From a dataset of the Open Reaction Database (ORD), a public repository of structured organic reaction records. describe an organic reaction: reactants, conditions, products, and yield The reactants are C1(=CC=CC=C1)C(C)C (cumene), [Na] (sodium), [O-]O.C1(=CC=CC=C1)C(C)C (cumene hydroperoxide), C1(=CC=CC=C1)CCC(C)(C)C1=CC=CC=C1 (1,3-diphenyl-3-methylbutane), C=CC1=CC=CC=C1 (styrene), C1(=CC=CC=C1)C(C)C (cumene), [Na] (sodium). Run in CO (methanol). Run at temperature 135 celsius, time 2 hour. Product: C1(=CC=CC=C1)CCC(CC(C)(C)C1=CC=CC=C1)C1=CC=CC=C1 (1,3,5-triphenyl-5-methylhexane). Isolated yield 35.5%. As a reaction SMILES: C1(C(C)C)C=CC=CC=1.[Na].[O-]O.C1(C(C)C)C=CC=CC=1.[CH2:22]=[CH:23][C:24]1[CH:29]=[CH:28][CH:27]=[CH:26][CH:25]=1.[C:30]1([CH2:36][CH2:37][C:38]([C:41]2[CH:46]=[CH:45][CH:44]=[CH:43][CH:42]=2)([CH3:40])[CH3:39])[CH:35]=[CH:34][CH:33]=[CH:32][CH:31]=1>CO>[C:24]1([CH2:23][CH2:22][CH:36]([C:30]2[CH:35]=[CH:34][CH:33]=[CH:32][CH:31]=2)[CH2:37][C:38]([C:41]2[CH:42]=[CH:43][CH:44]=[CH:45][CH:46]=2)([CH3:40])[CH3:39])[CH:29]=[CH:28][CH:27]=[CH:26][CH:25]=1 |f:2.3,^1:9|. Procedure: A one-liter glass flask equipped with a stirrer, a dropping funnel with a gas introduction conduit, a reflux condenser with a calcium chloride tube, and a thermometer was charged with 240 grams (2.0 moles) of purified cumene, 4.0 grams (0.17 mole) of metallic sodium, and 3.6 grams (0.02 mole) of 80% cumene hydroperoxide while introducing argon gas through the gas introduction conduit, and the resulting mixture was heated to 135° C. A mixture of 69 grams (0.66 mole) of purified styrene and 60 gra... The reactants are ClC1=NN2C(C=3CCCCC13)=NN=C2 (6-chloro-7,8,9,10-tetrahydro-1,2,4-triazolo[3,4-a]phthalazine), NCCCCN1CCCC1 (1-(4-aminobutyl)pyrrolidine), ice water. Solvent: COCCO (2-methoxyethanol). Product: N1(CCCC1)CCCCNC1=NN2C(C=3CCCCC13)=NN=C2 (6-[4-(1-pyrrolidinyl)butylamino]-7,8,9,10-tetrahydro-1,2,4-triazolo[3,4-a]phthalazine). RXN SMILES: Cl[C:2]1[C:11]2[CH2:10][CH2:9][CH2:8][CH2:7][C:6]=2[C:5]2=[N:12][N:13]=[CH:14][N:4]2[N:3]=1.[NH2:15][CH2:16][CH2:17][CH2:18][CH2:19][N:20]1[CH2:24][CH2:23][CH2:22][CH2:21]1>COCCO>[N:20]1([CH2:19][CH2:18][CH2:17][CH2:16][NH:15][C:2]2[C:11]3[CH2:10][CH2:9][CH2:8][CH2:7][C:6]=3[C:5]3=[N:12][N:13]=[CH:14][N:4]3[N:3]=2)[CH2:24][CH2:23][CH2:22][CH2:21]1. Reported procedure: A solution of 9.1 g of 6-chloro-7,8,9,10-tetrahydro-1,2,4-triazolo[3,4-a]phthalazine and 17.7 g of 1-(4-aminobutyl)pyrrolidine in 50 ml of 2-methoxyethanol was heated at reflux for 16 hours. The reaction mixture was then poured into ice water and the tan solid which formed was separated by filtration and recrystallized from toluene to give 6-[4-(1-pyrrolidinyl)butylamino]-7,8,9,10-tetrahydro-1,2,4-triazolo[3,4-a]phthalazine melting at about 158.5°-160° C. The reactants are NC1=C(SC(=C1)Br)C(=O)N (3-amino-5-bromothiophene-2-carboxamide), Cl.N1=C(C=CC=C1)C(=O)Cl (pyridine-2-carbonylchloride hydrochloride), C(O)([O-])=O.[Na+] (sodium hydrogen carbonate), Cl.N1=C(C=CC=C1)C(=O)Cl (pyridine-2-carbonylchloride hydrochloride). The solvent is O1CCCC1 (tetrahydrofuran), C(C)N(CC)CC (triethylamine), C(C)N(CC)CC (Triethylamine). The product is BrC1=CC=2N=C(NC(C2S1)=O)C1=NC=CC=C1 (6-bromo-2-pyridin-2-ylthieno[3,2-d]pyrimidin-4(3H)-one). Yield: 97.4%. Reaction SMILES: [NH2:1][C:2]1[CH:6]=[C:5]([Br:7])[S:4][C:3]=1[C:8]([NH2:10])=[O:9].Cl.[N:12]1[CH:17]=[CH:16][CH:15]=[CH:14][C:13]=1[C:18](Cl)=O.C(=O)([O-])O.[Na+]>C(N(CC)CC)C.O1CCCC1>[Br:7][C:5]1[S:4][C:3]2[C:8](=[O:9])[NH:10][C:18]([C:13]3[CH:14]=[CH:15][CH:16]=[CH:17][N:12]=3)=[N:1][C:2]=2[CH:6]=1 |f:1.2,3.4|. Reported procedure: To a mixture of 3-amino-5-bromothiophene-2-carboxamide (221 mg) produced in Example 1, step D, triethylamine (0.42 mL) and tetrahydrofuran (15 mL) was added pyridine-2-carbonylchloride hydrochloride (214 mg) with stirring at room temperature. The mixture was stirred at room temperature for 30 min and at 50° C. overnight. Triethylamine (0.42 mL) and pyridine-2-carbonylchloride hydrochloride (214 mg) were added to the reaction mixture. 2 hr later, aqueous sodium hydrogen carbonate was added to the... Starting materials: C(C)OC(CC=1N=C(SC1)NC(C(CC)(C)OC1=C(C=C(C=C1)F)F)=O)=O ({2-[2-(2,4-Difluoro-phenoxy)-2-methyl-butyrylamino]-thiazol-4-yl}-acetic acid ethyl ester), [OH-].[Na+] (NaOH). Solvent: O (water), CO (MeOH). Reaction conditions: time 16 hour. The product is FC1=C(OC(C(=O)NC=2SC=C(N2)CC(=O)O)(CC)C)C=CC(=C1)F ({2-[2-(2,4-Difluoro-phenoxy)-2-methyl-butyrylamino]-thiazol-4-yl}-acetic acid). Yield: 83.6%. Reaction SMILES: C([O:3][C:4](=[O:27])[CH2:5][C:6]1[N:7]=[C:8]([NH:11][C:12](=[O:26])[C:13]([O:17][C:18]2[CH:23]=[CH:22][C:21]([F:24])=[CH:20][C:19]=2[F:25])([CH3:16])[CH2:14][CH3:15])[S:9][CH:10]=1)C.[OH-].[Na+]>CO.O>[F:25][C:19]1[CH:20]=[C:21]([F:24])[CH:22]=[CH:23][C:18]=1[O:17][C:13]([CH3:16])([CH2:14][CH3:15])[C:12]([NH:11][C:8]1[S:9][CH:10]=[C:6]([CH2:5][C:4]([OH:27])=[O:3])[N:7]=1)=[O:26] |f:1.2|. Reported procedure: To a solution of {2-[2-(2,4-Difluoro-phenoxy)-2-methyl-butyrylamino]-thiazol-4-yl}-acetic acid ethyl ester (0.202 g, 0.51 mmol) in MeOH (3 ml) and water (1.5 ml). NaOH (0.041 g, 1.1 mmol) was added and stirred at room temperature for 16 hrs. The organic solvent was evaporated and residue was diluted with water (2 ml) and acidified (pH˜2) with 5% HCl. The aqueous layer was extracted with ethyl acetate (2×10 ml) and organic layer was washed with saturated brine (10 ml). The organic layer was dried...